describe an organic reaction: reactants, conditions, products, and yield From a dataset of the Open Reaction Database (ORD), a public repository of structured organic reaction records. The product is COC(=O)c1ccc(N)c(F)c1. As a reaction SMILES: [CH3:15][O:16][c:17]1[cH:18][c:19]([C:26]([OH:27])=[O:28])[cH:20][cH:21][c:22]1[N+:23]([O-:24])=[O:25].[CH3:29][CH2:30][O:31][C:32](=[O:33])[CH3:34].[F:1][c:2]1[cH:3][c:4]([C:5](=[O:6])[O:7][CH3:8])[cH:9][cH:10][c:11]1[N+:12]([O-:13])=[O:14]>>[F:1][c:2]1[cH:3][c:4]([C:5](=[O:6])[O:7][CH3:8])[cH:9][cH:10][c:11]1[NH2:12]. Starting materials: COc1cc(C(=O)O)ccc1[N+](=O)[O-], CCOC(C)=O, COC(=O)c1ccc([N+](=O)[O-])c(F)c1. Product: CCCNC(=O)COc1c(Cl)cc(Cl)cc1Cl. RXN SMILES: [CH2:16]([CH2:17][CH3:18])[NH2:19].[CH2:20]([Cl:21])[Cl:22].[Cl-:1].[Cl:2][c:3]1[c:4]([O:5][CH2:6][C:7](=[O:8])[OH:9])[c:10]([Cl:15])[cH:11][c:12]([Cl:14])[cH:13]1>>[Cl:2][c:3]1[c:4]([O:5][CH2:6][C:7](=[O:9])[NH:19][CH2:16][CH2:17][CH3:18])[c:10]([Cl:15])[cH:11][c:12]([Cl:14])[cH:13]1. Reactants: CCCN, ClCCl, [Cl-], O=C(O)COc1c(Cl)cc(Cl)cc1Cl. The reactants are C1(O)=CC(O)=CC=C1 (resorcinol), ClCC(CC(=O)OCC)=O (Ethyl 4-chloroacetoacetate), O (water). Solvent: S(O)(O)(=O)=O (sulfuric acid). Conditions: time 2 hour. Yields the product ClCC1=CC(OC2=CC(=CC=C12)O)=O (4-(chloromethyl)-7-hydroxy-2H-chromen-2-one). Yield: 83.7%. Reaction SMILES: [Cl:1][CH2:2][C:3](=O)[CH2:4][C:5]([O:7][CH2:8][CH3:9])=[O:6].[C:11]1([CH:18]=CC=[C:14](O)[CH:13]=1)[OH:12].O>S(=O)(=O)(O)O>[Cl:1][CH2:2][C:3]1[C:9]2[C:8](=[CH:18][C:11]([OH:12])=[CH:13][CH:14]=2)[O:7][C:5](=[O:6])[CH:4]=1. Procedure: Ethyl 4-chloroacetoacetate (14.0 g, 85.0 mmol) was dissolved in conc. sulfuric acid (30 mL) under ice-cooling and resorcinol (8.81 g, 80.0 mmol) was added by small portions, and the mixture was stirred at room temperature for 2 hr. The reaction mixture was poured into iced water. The resulting solid was collected by filtration, washed with water and air dried to give the title compound (14.1 g, 84%). Reactants: Clc1cncc(Cl)n1, ClCCl, OC1CCOc2ccccc21, C1COCCO1. Yields the product Clc1cncc(OC2CCOc3ccccc32)n1. Reaction SMILES: [Cl:12][c:13]1[n:14][c:15]([Cl:19])[cH:16][n:17][cH:18]1.[Cl:26][CH2:27][Cl:28].[O:1]1[CH2:2][CH2:3][CH:4]([OH:11])[c:5]2[cH:6][cH:7][cH:8][cH:9][c:10]21.[O:20]1[CH2:21][CH2:22][O:23][CH2:24][CH2:25]1>>[O:1]1[CH2:2][CH2:3][CH:4]([O:11][c:15]2[n:14][c:13]([Cl:12])[cH:18][n:17][cH:16]2)[c:5]2[cH:6][cH:7][cH:8][cH:9][c:10]21. Reactants: ClC1=C(C(=O)C2=CC(=C(C(=C2)C(C)(C)C)O)C(C)(C)C)C=CC=N1 (4-(2-chloronicotinoyl)-2,6-di-tertiary butylphenol), O.NN (hydrazine hydrate). Solvent: N1=CC=CC=C1 (pyridine). Product: C(C)(C)(C)C=1C=C(C=C(C1O)C(C)(C)C)C1=NNC2=NC=CC=C21 (3-(3,5-di-tertiary butyl-4-hydroxyphenyl)-1H-pyrazolo[3,4-b]pyridine). Yield: 96.7%. RXN SMILES: Cl[C:2]1[N:24]=[CH:23][CH:22]=[CH:21][C:3]=1[C:4]([C:6]1[CH:11]=[C:10]([C:12]([CH3:15])([CH3:14])[CH3:13])[C:9]([OH:16])=[C:8]([C:17]([CH3:20])([CH3:19])[CH3:18])[CH:7]=1)=O.O.[NH2:26][NH2:27]>N1C=CC=CC=1>[C:12]([C:10]1[CH:11]=[C:6]([C:4]2[C:3]3[C:2](=[N:24][CH:23]=[CH:22][CH:21]=3)[NH:27][N:26]=2)[CH:7]=[C:8]([C:17]([CH3:19])([CH3:20])[CH3:18])[C:9]=1[OH:16])([CH3:13])([CH3:14])[CH3:15] |f:1.2|. Reported procedure: A solution of 69.1 g of 4-(2-chloronicotinoyl)-2,6-di-tertiary butylphenol and 45 g of hydrazine hydrate in 380 ml of pyridine is refluxed for 5 hours. After the pyridine is distilled off under reduced pressure, to the obtained residue is added water. The crude crystals precipitated are recrystallized from ethanol to give 62.5 g of 3-(3,5-di-tertiary butyl-4-hydroxyphenyl)-1H-pyrazolo[3,4-b]pyridine as white crystals, melting at 216°-217° C. Starting materials: CCCCCCCCCCCCCCCC[n+]1ccccc1, CON=C(C(=O)NC1C(=O)N2C(C(=O)O)=C(CSc3nc(=O)c(=O)[nH]n3C)CSC12)c1csc(N)n1, [Cl-], O. Yields the product CCCCCCCCCCCCCCCC[n+]1ccccc1, CON=C(C(=O)NC1C(=O)N2C(C(=O)O)=C(CSc3nc(=O)c(=O)[nH]n3C)CSC12)c1csc(N)n1, [Cl-]. As a reaction SMILES: [CH3:2][CH2:3][CH2:4][CH2:5][CH2:6][CH2:7][CH2:8][CH2:9][CH2:10][CH2:11][CH2:12][CH2:13][CH2:14][CH2:15][CH2:16][CH2:17][n+:18]1[cH:19][cH:20][cH:21][cH:22][cH:23]1.[CH:24]12[S:25][CH2:26][C:27]([CH2:28][S:29][c:30]3[n:31][c:32](=[O:33])[c:34](=[O:35])[nH:36][n:37]3[CH3:38])=[C:39]([C:57]([OH:58])=[O:59])[N:40]1[C:41](=[O:42])[CH:43]2[NH:44][C:45](=[O:46])[C:47](=[N:48][O:49][CH3:50])[c:51]1[cH:52][s:53][c:54]([NH2:55])[n:56]1.[Cl-:1].[OH2:60]>>[CH3:2][CH2:3][CH2:4][CH2:5][CH2:6][CH2:7][CH2:8][CH2:9][CH2:10][CH2:11][CH2:12][CH2:13][CH2:14][CH2:15][CH2:16][CH2:17][n+:18]1[cH:19][cH:20][cH:21][cH:22][cH:23]1.[CH:24]12[S:25][CH2:26][C:27]([CH2:28][S:29][c:30]3[n:31][c:32](=[O:33])[c:34](=[O:35])[nH:36][n:37]3[CH3:38])=[C:39]([C:57](=[O:58])[OH:59])[N:40]1[C:41](=[O:42])[CH:43]2[NH:44][C:45](=[O:46])[C:47](=[N:48][O:49][CH3:50])[c:51]1[cH:52][s:53][c:54]([NH2:55])[n:56]1.[Cl-:1]. Starting materials: CO, NC(=O)c1cnc(N)c([N+](=O)[O-])c1, O, O. The product is NC(=O)c1cnc(N)c(N)c1. RXN SMILES: [CH3:16][OH:17].[NH2:1][c:2]1[n:3][cH:4][c:5]([C:6](=[O:7])[NH2:8])[cH:9][c:10]1[N+:11]([O-:12])=[O:13].[OH2:14].[OH2:15]>>[NH2:1][c:2]1[n:3][cH:4][c:5]([C:6](=[O:7])[NH2:8])[cH:9][c:10]1[NH2:11].